This data is from the Open Reaction Database (ORD), a public repository of structured organic reaction records. The task is: describe an organic reaction: reactants, conditions, products, and yield The reactants are [Cu]C#N (copper (I) cyanide), [C-]#N.[Na+] (sodium cyanide), C([O-])([O-])=O.[Na+].[Na+] (sodium carbonate), N(=O)[O-].[Na+] (Sodium nitrite), CC1=CC(=C(N)C=C1C)[N+](=O)[O-] (4,5-dimethyl-2-nitroaniline). Run in O (water), C1(=CC=CC=C1)C (toluene), O (water), Cl (HCl). Conditions: time 1 hour. Product: CC1=CC(=C(C#N)C=C1C)[N+](=O)[O-] (4,5-dimethyl-2-nitrobenzonitrile). Yield: 42.4%. RXN SMILES: N([O-])=O.[Na+].[CH3:5][C:6]1[C:12]([CH3:13])=[CH:11][C:9](N)=[C:8]([N+:14]([O-:16])=[O:15])[CH:7]=1.[Cu][C:18]#[N:19].[C-]#N.[Na+].C(=O)([O-])[O-].[Na+].[Na+]>O.Cl.C1(C)C=CC=CC=1>[CH3:5][C:6]1[C:12]([CH3:13])=[CH:11][C:9]([C:18]#[N:19])=[C:8]([N+:14]([O-:16])=[O:15])[CH:7]=1 |f:0.1,4.5,6.7.8|. Procedure: 0.41 g Sodium nitrite in water is added to 1 g 4,5-dimethyl-2-nitroaniline in 3 mL conc. HCl and stirred for 1 hour at +4° C. This solution is added to a mixture of 0.67 g copper (I) cyanide, 0.98 g sodium cyanide, 0.32 g sodium carbonate, 25 mL of water and 3 mL toluene. The mixture is stirred for 12 hours at room temperature and worked up to give 0.45 g 4,5-dimethyl-2-nitrobenzonitrile. 4,5-Dimethyl-2-nitrobenzonitrile is reduced with iron powder in acetic acid to yield 4,5-dimethyl-2-aminoben...